Dataset: the Open Reaction Database (ORD), a public repository of structured organic reaction records. Task: describe an organic reaction: reactants, conditions, products, and yield The reactants are Cc1cc(-c2ccc(Cl)cc2)c(Br)c2n[nH]c(=O)n12, O=C([O-])[O-], Cc1nc(C(F)(F)F)ccc1CCl, [K+], [K+], CN(C)C=O, O. Product: Cc1nc(C(F)(F)F)ccc1Cn1nc2c(Br)c(-c3ccc(Cl)cc3)cc(C)n2c1=O. Reaction SMILES: [Br:1][c:2]1[c:3]2[n:4]([c:5]([CH3:15])[cH:6][c:7]1-[c:8]1[cH:9][cH:10][c:11]([Cl:14])[cH:12][cH:13]1)[c:16](=[O:19])[nH:17][n:18]2.[C:33](=[O:34])([O-:35])[O-:36].[Cl:20][CH2:21][c:22]1[c:23]([CH3:32])[n:24][c:25]([C:28]([F:29])([F:30])[F:31])[cH:26][cH:27]1.[K+:37].[K+:38].[O:39]=[CH:40][N:41]([CH3:42])[CH3:43].[OH2:44]>>[Br:1][c:2]1[c:3]2[n:4]([c:5]([CH3:15])[cH:6][c:7]1-[c:8]1[cH:9][cH:10][c:11]([Cl:14])[cH:12][cH:13]1)[c:16](=[O:19])[n:17]([CH2:21][c:22]1[c:23]([CH3:32])[n:24][c:25]([C:28]([F:29])([F:30])[F:31])[cH:26][cH:27]1)[n:18]2. Reactants: BrB(Br)Br, CCOC(=O)c1[nH]c2c(c1C)CC1CN(CC)CCC1(c1cccc(OC)c1)C2. Yields the product CCOC(=O)c1[nH]c2c(c1C)CC1CN(CC)CCC1(c1cccc(O)c1)C2. As a reaction SMILES: [B:30]([Br:31])([Br:32])[Br:33].[CH2:1]([CH3:2])[N:3]1[CH2:4][CH:5]2[CH2:6][c:7]3[c:8]([nH:21][c:22]([C:25](=[O:26])[O:27][CH2:28][CH3:29])[c:23]3[CH3:24])[CH2:9][C:10]2([c:13]2[cH:14][c:15]([O:19][CH3:20])[cH:16][cH:17][cH:18]2)[CH2:11][CH2:12]1>>[CH2:1]([CH3:2])[N:3]1[CH2:4][CH:5]2[CH2:6][c:7]3[c:8]([nH:21][c:22]([C:25](=[O:26])[O:27][CH2:28][CH3:29])[c:23]3[CH3:24])[CH2:9][C:10]2([c:13]2[cH:14][c:15]([OH:19])[cH:16][cH:17][cH:18]2)[CH2:11][CH2:12]1. Reactants: C1(=CC=CC=C1)OC1=CC=CC=C1 (diphenyl ether), C1(=CC=CC=C1)OC1=CC=CC=C1 (diphenyl ether), C(C)(=O)OO (peracetic acid). Run in CC(=O)C (acetone). Product: C1=CC=C(C=C1)OC2=CC=CC=C2O (2-hydroxydiphenyl ether), C1=CC=C(C=C1)OC2=CC=C(C=C2)O (4-hydroxydiphenyl ether). Reaction SMILES: [C:1]1([O:7][C:8]2[CH:13]=[CH:12][CH:11]=[CH:10][CH:9]=2)[CH:6]=[CH:5][CH:4]=[CH:3][CH:2]=1.C(OO)(=[O:16])C>CC(C)=O>[CH:11]1[CH:10]=[CH:9][C:8]([O:7][C:1]2[C:2]([OH:16])=[CH:3][CH:4]=[CH:5][CH:6]=2)=[CH:13][CH:12]=1.[CH:11]1[CH:10]=[CH:9][C:8]([O:7][C:1]2[CH:2]=[CH:3][C:4]([OH:16])=[CH:5][CH:6]=2)=[CH:13][CH:12]=1. Procedure details: The procedure of Example 21 was repeated, except diphenyl ether was used in place of 4-methyl anisole and perisobutyric acid (used as 20% acetone solution) was used in place of peracetic acid. Consequently, the conversion of perisobutyric acid was 98.5%, the conversion of diphenyl ether was 8.28% and there were produced 4.15g of 2-hydroxydiphenyl ether and 2.04g of 4-hydroxydiphenyl ether.